From a dataset of the Open Reaction Database (ORD), a public repository of structured organic reaction records. describe an organic reaction: reactants, conditions, products, and yield Starting materials: CCC(CC)(c1ccc(C=CC2(O)CCSCC2)c(C)c1)c1ccc(-c2cncc(CC(=O)OC)c2)c(C)c1, CO, [Na+], C1CCOC1, [OH-]. Product: CCC(CC)(c1ccc(C=CC2(O)CCSCC2)c(C)c1)c1ccc(-c2cncc(CC(=O)O)c2)c(C)c1. RXN SMILES: [CH3:3][O:4][C:5]([CH2:6][c:7]1[cH:8][n:9][cH:10][c:11](-[c:13]2[c:14]([CH3:40])[cH:15][c:16]([C:19]([CH2:20][CH3:21])([c:22]3[cH:23][c:24]([CH3:37])[c:25]([CH:28]=[CH:29][C:30]4([OH:36])[CH2:31][CH2:32][S:33][CH2:34][CH2:35]4)[cH:26][cH:27]3)[CH2:38][CH3:39])[cH:17][cH:18]2)[cH:12]1)=[O:41].[CH3:47][OH:48].[Na+:2].[O:42]1[CH2:43][CH2:44][CH2:45][CH2:46]1.[OH-:1]>>[O:4]=[C:5]([CH2:6][c:7]1[cH:8][n:9][cH:10][c:11](-[c:13]2[c:14]([CH3:40])[cH:15][c:16]([C:19]([CH2:20][CH3:21])([c:22]3[cH:23][c:24]([CH3:37])[c:25]([CH:28]=[CH:29][C:30]4([OH:36])[CH2:31][CH2:32][S:33][CH2:34][CH2:35]4)[cH:26][cH:27]3)[CH2:38][CH3:39])[cH:17][cH:18]2)[cH:12]1)[OH:41].